From a dataset of the Open Reaction Database (ORD), a public repository of structured organic reaction records. describe an organic reaction: reactants, conditions, products, and yield Reactants: C(CCC)C12CC3=CC(=CC=C3C2=C(C(CC1)=O)C1=CC=C(C=C1)O)OC (9a-butyl-4-(4-hydroxyphenyl)-7-methoxy-1,2,9,9a-tetrahydro-3H-fluoren-3-one), C([O-])([O-])=O.[Cs+].[Cs+] (cesium carbonate), Cl.ClCCN1CCCCC1 (1-(2-chloroethyl)-piperidine monohydrochloride). The solvent is CC(=O)C (acetone), CCOC(=O)C (EtOAc). Run at temperature 60 celsius. Product: C(CCC)C12CC3=CC(=CC=C3C2=C(C(CC1)=O)C1=CC=C(C=C1)OCCN1CCCCC1)OC (9a-butyl-7-methoxy-4-{4-[2-(1-piperidinyl)ethoxy]phenyl}-1,2,9,9a-tetrahydro-3H-fluoren-3-one). The yield is 96.3%. As a reaction SMILES: [CH2:1]([C:5]12[CH2:17][CH2:16][C:15](=[O:18])[C:14]([C:19]3[CH:24]=[CH:23][C:22]([OH:25])=[CH:21][CH:20]=3)=[C:13]1[C:12]1[C:7](=[CH:8][C:9]([O:26][CH3:27])=[CH:10][CH:11]=1)[CH2:6]2)[CH2:2][CH2:3][CH3:4].C(=O)([O-])[O-].[Cs+].[Cs+].Cl.Cl[CH2:36][CH2:37][N:38]1[CH2:43][CH2:42][CH2:41][CH2:40][CH2:39]1>CC(C)=O.CCOC(C)=O>[CH2:1]([C:5]12[CH2:17][CH2:16][C:15](=[O:18])[C:14]([C:19]3[CH:24]=[CH:23][C:22]([O:25][CH2:36][CH2:37][N:38]4[CH2:43][CH2:42][CH2:41][CH2:40][CH2:39]4)=[CH:21][CH:20]=3)=[C:13]1[C:12]1[C:7](=[CH:8][C:9]([O:26][CH3:27])=[CH:10][CH:11]=1)[CH2:6]2)[CH2:2][CH2:3][CH3:4] |f:1.2.3,4.5|. Reported procedure: A mixture of crude 9a-butyl-4-(4-hydroxyphenyl)-7-methoxy-1,2,9,9a-tetrahydro-3H-fluoren-3-one (787 mg, approx. 2 mmol), cesium carbonate (1.564 g, 4.8 mmol), and 1-(2-chloroethyl)-piperidine monohydrochloride (442 mg, 2.4 mmol) in acetone (5 mL) was stirred and heated in an oil bath at 60° C. for 4 hours. After cooling to room temperature, the mixture was diluted with EtOAc and filtered to remove salts. The filtrate was washed with water and brine, dried over MgSO4, filtered, and evaporated und... Starting materials: C1(=CC=CC=C1)CC(=O)O (phenyl acetic acid), CCN(C(C)C)C(C)C (DIPEA), OC(=O)C(F)(F)F.NCC(=O)N1CCN(CC1)C(C1=C(C=CC=C1)C(F)(F)F)=O (2-amino-1-[4-(2-trifluoromethyl-benzoyl)-piperazin-1-yl]-ethanone TFA salt), C=1C=CC2=C(C1)N=NN2O (HOBT), CCN=C=NCCCN(C)C.Cl (EDCI.HCl). Solvent: O (water), CN(C)C=O (DMF). Conditions: time 2 minute. Yields the product O=C(CNC(CC1=CC=CC=C1)=O)N1CCN(CC1)C(C1=C(C=CC=C1)C(F)(F)F)=O (N-{2-Oxo-2-[4-(2-trifluoromethyl-benzoyl)-piperazin-1-yl]-ethyl}-2-phenyl-acetamide). Isolated yield 43.1%. Reaction SMILES: CCN(C(C)C)C(C)C.OC(C(F)(F)F)=O.[NH2:17][CH2:18][C:19]([N:21]1[CH2:26][CH2:25][N:24]([C:27](=[O:38])[C:28]2[CH:33]=[CH:32][CH:31]=[CH:30][C:29]=2[C:34]([F:37])([F:36])[F:35])[CH2:23][CH2:22]1)=[O:20].C1C=CC2N(O)N=NC=2C=1.CCN=C=NCCCN(C)C.Cl.[C:61]1([CH2:67][C:68](O)=[O:69])[CH:66]=[CH:65][CH:64]=[CH:63][CH:62]=1>CN(C=O)C.O>[O:20]=[C:19]([N:21]1[CH2:22][CH2:23][N:24]([C:27](=[O:38])[C:28]2[CH:33]=[CH:32][CH:31]=[CH:30][C:29]=2[C:34]([F:37])([F:35])[F:36])[CH2:25][CH2:26]1)[CH2:18][NH:17][C:68](=[O:69])[CH2:67][C:61]1[CH:66]=[CH:65][CH:64]=[CH:63][CH:62]=1 |f:1.2,4.5|. Procedure: DIPEA (68 mg, 0.53 mmol) was added to a stirred solution of 2-amino-1-[4-(2-trifluoromethyl-benzoyl)-piperazin-1-yl]-ethanone TFA salt (76 mg, 0.18 mmol) in DMF (1 mL). HOBT (24 mg, 0.18 mmol) and EDCI.HCl (34 mg, 0.18 mmol) were then added at room temperature. After 2 minutes, phenyl acetic acid (20 mg, 0.15 mmol) was added and the resulting mixture was stirred at room temperature for 4 hrs. Cold water (20 mL) was then added and the product was extracted with EtOAc and the organic layer was was... Product: NC(=O)c1ncsc1Cl. RXN SMILES: [Cl:1][c:2]1[c:3]([C:7]([O:9][CH2:8][CH3:10])=[O:11])[n:4][cH:5][s:6]1.[NH3:13].[OH2:12]>>[Cl:1][c:2]1[c:3]([C:7](=[O:9])[NH2:13])[n:4][cH:5][s:6]1. The reactants are CCOC(=O)c1ncsc1Cl, N, O.